Dataset: the Open Reaction Database (ORD), a public repository of structured organic reaction records. Task: describe an organic reaction: reactants, conditions, products, and yield The reactants are C(C1=CC=CC=C1)OC1=CC=C(CN[C@H](C(=O)N(C)C)C)C=C1 ((S)-2-(4-Benzyloxybenzyl)amino-N,N-dimethylpropionamide), CS(=O)(=O)[O-] (methanesulfonate). Product: C(C1=CC=CC=C1)NC1=CC=C(CNCC(=O)N(C)C)C=C1 (2-(4-Benzylaminobenzyl)amino-N,N-dimethylacetamide). RXN SMILES: C(O[C:9]1[CH:23]=[CH:22][C:12]([CH2:13][NH:14][C@@H:15](C)[C:16]([N:18]([CH3:20])[CH3:19])=[O:17])=[CH:11][CH:10]=1)C1C=CC=CC=1.CS([O-])(=O)=O>>[CH2:13]([NH:14][C:9]1[CH:10]=[CH:11][C:12]([CH2:13][NH:14][CH2:15][C:16]([N:18]([CH3:19])[CH3:20])=[O:17])=[CH:22][CH:23]=1)[C:12]1[CH:22]=[CH:23][CH:9]=[CH:10][CH:11]=1. Procedure: (S)-2-(4-Benzyloxybenzyl)amino-N,N-dimethylpropionamide, methanesulfonate. The reactants are BrC1=NC=2N(C(NC(C2N1CC=C(C)C)=O)=O)C (8-bromo-3-methyl-7-(3-methylbut-2-enyl)-3,7-dihydropurine-2,6-dione), C(C(=O)C1=CC=CC=C1)Br (phenacyl bromide), C([O-])([O-])=O.[K+].[K+] (potassium carbonate), CN(C)C=O (DMF). The solvent is O (water). Conditions: temperature 80 celsius, time 8 hour. Product: BrC1=NC=2N(C(N(C(C2N1CC=C(C)C)=O)CC(C1=CC=CC=C1)=O)=O)C (8-Bromo-3-methyl-7-(3-methylbut-2-enyl)-1-(2-oxo-2-phenylethyl)-3,7-dihydropurine-2,6-dione). As a reaction SMILES: [Br:1][C:2]1[N:10]([CH2:11][CH:12]=[C:13]([CH3:15])[CH3:14])[C:9]2[C:8](=[O:16])[NH:7][C:6](=[O:17])[N:5]([CH3:18])[C:4]=2[N:3]=1.[CH2:19](Br)[C:20]([C:22]1[CH:27]=[CH:26][CH:25]=[CH:24][CH:23]=1)=[O:21].C(=O)([O-])[O-].[K+].[K+].CN(C=O)C>O>[Br:1][C:2]1[N:10]([CH2:11][CH:12]=[C:13]([CH3:15])[CH3:14])[C:9]2[C:8](=[O:16])[N:7]([CH2:19][C:20](=[O:21])[C:22]3[CH:27]=[CH:26][CH:25]=[CH:24][CH:23]=3)[C:6](=[O:17])[N:5]([CH3:18])[C:4]=2[N:3]=1 |f:2.3.4|. Procedure details: 30 g of 8-bromo-3-methyl-7-(3-methylbut-2-enyl)-3,7-dihydropurine-2,6-dione, 20.6 g of phenacyl bromide and 25.4 g of potassium carbonate are introduced into 400 ml of DMF and heated at an internal temperature of 80° C. for 3 hours. The solution is cooled to about 50° C., and 400 ml of water are slowly added. The mixture is then stirred overnight, and the precipitated solid is filtered off with suction. After washing with water, the pale brown solid is recrystallized from 300 ml of isopropanol.